This data is from the Open Reaction Database (ORD), a public repository of structured organic reaction records. The task is: describe an organic reaction: reactants, conditions, products, and yield The reactants are FC(C1=CC=C(C=C1)N=C=O)(F)F (4-trifluoromethylphenyl isocyanate), OC1=CC(OC1)=O (4-hydroxy-2(5H)-furanone), [H-].[Na+] (sodium hydride). The solvent is O1CCCC1 (tetrahydrofuran), O1CCCC1 (tetrahydrofuran), O1CCCC1 (tetrahydrofuran). Conditions: time 15 minute. Yields the product FC(C1=CC=C(C=C1)NC(=O)C=1C(OCC1O)=O)(F)F (N-(4-trifluoromethylphenyl)-4-hydroxy-2-oxo-(5H)-furan-3-carboxamide). Reaction SMILES: [OH:1][C:2]1[CH2:6][O:5][C:4](=[O:7])[CH:3]=1.[H-].[Na+].[F:10][C:11]([F:22])([F:21])[C:12]1[CH:17]=[CH:16][C:15]([N:18]=[C:19]=[O:20])=[CH:14][CH:13]=1>O1CCCC1>[F:10][C:11]([F:21])([F:22])[C:12]1[CH:13]=[CH:14][C:15]([NH:18][C:19]([C:3]2[C:4](=[O:7])[O:5][CH2:6][C:2]=2[OH:1])=[O:20])=[CH:16][CH:17]=1 |f:1.2|. Procedure details: A solution of 4-hydroxy-2(5H)-furanone (1.47 g, 14.7 mmol) in tetrahydrofuran (30 ml) was slowly added at 0° C. to a suspension of sodium hydride (80% oil dispersion) (530 mg, 14.7 mmol) in tetrahydrofuran (30 ml). The mixture was stirred at room temperature for 15 minutes, then a solution of 4-trifluoromethylphenyl isocyanate (2.75 g, 14.7 mmol) in tetrahydrofuran (20 ml) was added and the mixture stirred overnight at room temperature. At the end of the reaction, the insoluble product was filte... The reactants are BrC1=NC=C(C=C1Cl)B1OC(C(O1)(C)C)(C)C (2-bromo-3-chloro-5-(4,4,5,5-tetramethyl-1,3,2-dioxaborolan-2-yl)pyridine), OO (hydrogen peroxide). The solvent is CO (methanol). Conditions: time 15 minute. The product is BrC1=C(C=C(C=N1)O)Cl (6-bromo-5-chloropyridin-3-ol). Yield: 40.6%. Reaction SMILES: [Br:1][C:2]1[C:7]([Cl:8])=[CH:6][C:5](B2OC(C)(C)C(C)(C)O2)=[CH:4][N:3]=1.[OH:18]O>CO>[Br:1][C:2]1[N:3]=[CH:4][C:5]([OH:18])=[CH:6][C:7]=1[Cl:8]. Reported procedure: To crude 2-bromo-3-chloro-5-(4,4,5,5-tetramethyl-1,3,2-dioxaborolan-2-yl)pyridine (Preparation 238, 8.27 g, 26.0 mmol) was added methanol (100 mL), and the stirred solution cooled in an ice bath. To the solution was added hydrogen peroxide solution (35% in water, 4.25 mL, 43.8 mmol) over 5 minutes. The solution was allowed to warm slowly to room temperature for 18 hours. The reaction was quenched by addition of 1M aqueous sodium thiosulfate solution (500 mL), with rapid stirring for 15 minutes. ... Starting materials: [OH-].[K+] (KOH), CC(=CCOC=1C=CC=2C(C3=CC=CC=C3OC2C1C(C)=O)=O)C (3-(3-methylbut -2-enyloxy)4acetylxanthen-9one), COC=1C=C(C=O)C=CC1 (3-methoxy-benzaldehyde). Yield: 57.5%. Product: CC(=CCOC=1C=CC=2C(C3=CC=CC=C3OC2C1C(C=CC1=CC(=CC=C1)OC)=O)=O)C (1-[3-(3-Methylbut-2-Enyloxy)Xanthen-9-one-4-yl]-3-(3-Methoxy-Phenyl)-Propen-1-one). RXN SMILES: [OH-].[K+].[CH3:3][C:4]([CH3:26])=[CH:5][CH2:6][O:7][C:8]1[CH:9]=[CH:10][C:11]2[C:12](=[O:25])[C:13]3[C:18]([O:19][C:20]=2[C:21]=1[C:22](=[O:24])[CH3:23])=[CH:17][CH:16]=[CH:15][CH:14]=3.[CH3:27][O:28][C:29]1[CH:30]=[C:31]([CH:34]=[CH:35][CH:36]=1)[CH:32]=O>C(O)C.O>[CH3:3][C:4]([CH3:26])=[CH:5][CH2:6][O:7][C:8]1[CH:9]=[CH:10][C:11]2[C:12](=[O:25])[C:13]3[C:18]([O:19][C:20]=2[C:21]=1[C:22](=[O:24])[CH:23]=[CH:32][C:31]1[CH:34]=[CH:35][CH:36]=[C:29]([O:28][CH3:27])[CH:30]=1)=[CH:17][CH:16]=[CH:15][CH:14]=3 |f:0.1|. Reported procedure: A solution of KOH 50% (3 ml) is added to an equimolar solution of 3-(3-methylbut -2-enyloxy)4acetylxanthen-9one (2.4 g, 0.0075 mol) and 3-methoxy-benzaldehyde (1.01 g, 0.0075 mol) in ethanol 95%, the addition being performed under energetic stirring at room temperature. The reaction is left under stirring for one night and then diluted with water and acidified. The precipitate is separated by filtration and dried under vacuum. The compound is crystallized with methanol to give 1.9 g of product m... Run in C(C)O (ethanol), O (water). Reaction conditions: temperature 0 celsius, time 6 hour. Isolated yield 61.8%. Starting materials: CS(=O)(=O)O.CNC(=O)N(N)CC1=CC(=C(C=C1)C)C (N-Methyl-1-(3,4-dimethylphenylmethyl)hydrazine carboxamide methanesulfonate), N1=CC=CC=C1 (pyridine), acid chloride, C(C(=O)Cl)(=O)Cl (Oxalyl chloride), CN(C=O)C (N,N-dimethylformamide), C(C)OC(=O)C(C)(OC1=CC=C(C=C1)CCCC(=O)O)C (4-[4-(1-Ethoxycarbonyl-1-methyl-ethoxy)-phenyl] butyric acid). RXN SMILES: [CH2:1]([O:3][C:4]([C:6]([CH3:21])([O:8][C:9]1[CH:14]=[CH:13][C:12]([CH2:15][CH2:16][CH2:17][C:18]([OH:20])=O)=[CH:11][CH:10]=1)[CH3:7])=[O:5])[CH3:2].C(Cl)(=O)C(Cl)=O.CN(C)C=O.CS(O)(=O)=O.[CH3:38][NH:39][C:40]([N:42]([CH2:44][C:45]1[CH:50]=[CH:49][C:48]([CH3:51])=[C:47]([CH3:52])[CH:46]=1)[NH2:43])=[O:41].N1C=CC=CC=1>C(OCC)(=O)C>[CH2:1]([O:3][C:4]([C:6]([CH3:7])([O:8][C:9]1[CH:10]=[CH:11][C:12]([CH2:15][CH2:16][CH2:17][C:18]([NH:43][N:42]([CH2:44][C:45]2[CH:50]=[CH:49][C:48]([CH3:51])=[C:47]([CH3:52])[CH:46]=2)[C:40]([NH:39][CH3:38])=[O:41])=[O:20])=[CH:13][CH:14]=1)[CH3:21])=[O:5])[CH3:2] |f:3.4|. Solvent: C(C)(=O)OCC (ethyl acetate), C(C)(=O)OCC (ethyl acetate). The product is C(C)OC(=O)C(C)(OC1=CC=C(C=C1)CCCC(=O)NN(C(=O)NC)CC1=CC(=C(C=C1)C)C)C (1-[4-[4-(1-Ethoxycarbonyl-1-methylethoxy)phenyl]butyryl]-2-(3,4-dimethylphenyl-methyl)-4-methylsemicarbazide). Reported procedure: 4-[4-(1-Ethoxycarbonyl-1-methyl-ethoxy)-phenyl] butyric acid (1.46 g, 4.96 mmol) was dissolved in ethyl acetate (10 mL). Oxalyl chloride (474 μL, 5.46 mmol) was added to this solution dropwise in the presence of a catalytic amount of N,N-dimethylformamide (30.6 μL, 0.39 mmol). Completion of acid chloride formation was verified by HPLC. This solution was then added dropwise to a suspension of N-Methyl-1-(3,4-dimethylphenylmethyl)hydrazine carboxamide methanesulfonate (1.50 g, 4.95 mmol) and pyrid... The reactants are Nc1ccc(Br)cc1I, OCCc1nc2cc(Br)ccc2s1, C#CCCN1CCCC1C, C#CC(C)N1CCCC1C, CC(C)NC(C)C, [Cu]I. Product: CC1CCCN1CCC#Cc1cc(Br)ccc1N. RXN SMILES: [Br:21][c:22]1[cH:23][c:24]([I:29])[c:25]([NH2:28])[cH:26][cH:27]1.[Br:30][c:31]1[cH:32][cH:33][c:34]2[s:35][c:36]([CH2:37][CH2:38][OH:39])[n:40][c:41]2[cH:42]1.[CH2:11]([CH2:12][C:13]#[CH:14])[N:15]1[CH:16]([CH3:20])[CH2:17][CH2:18][CH2:19]1.[CH:1]#[C:2][CH:3]([N:4]1[CH2:5][CH2:6][CH2:7][CH:8]1[CH3:9])[CH3:10].[CH:43]([NH:44][CH:45]([CH3:46])[CH3:47])([CH3:48])[CH3:49].[Cu:50][I:51]>>[CH2:11]([CH2:12][C:13]#[C:14][c:24]1[cH:23][c:22]([Br:21])[cH:27][cH:26][c:25]1[NH2:28])[N:15]1[CH:16]([CH3:20])[CH2:17][CH2:18][CH2:19]1.